From a dataset of the Open Reaction Database (ORD), a public repository of structured organic reaction records. describe an organic reaction: reactants, conditions, products, and yield The reactants are O=C1C=CC(=CN1)C1(CCCCC1)NC(CCl)=O (N-[1-(1,6-dihydro-6-oxo-3-pyridinyl)cyclohexyl]chloroacetamide), Cl.FC1=CC=C(C(=O)C2CCNCC2)C=C1 (4-(4-fluorobenzoyl)piperidine hydrochloride), C(C)(C)N(CC)C(C)C (diisopropylethylamine). Run in C(C)#N (acetonitrile). Product: O=C1C=CC(=CN1)C1(CCCCC1)NC(CN1CCC(CC1)C(C1=CC=C(C=C1)F)=O)=O (N-[1-(1,6-Dihydro-6-oxo-3-pyridinyl)cyclohexyl][4-(4-fluorobenzoyl)]-1-piperidineacetamide). Isolated yield 63.6%. RXN SMILES: [O:1]=[C:2]1[NH:7][CH:6]=[C:5]([C:8]2([NH:14][C:15](=[O:18])[CH2:16]Cl)[CH2:13][CH2:12][CH2:11][CH2:10][CH2:9]2)[CH:4]=[CH:3]1.Cl.[F:20][C:21]1[CH:34]=[CH:33][C:24]([C:25]([CH:27]2[CH2:32][CH2:31][NH:30][CH2:29][CH2:28]2)=[O:26])=[CH:23][CH:22]=1.C(N(C(C)C)CC)(C)C>C(#N)C>[O:1]=[C:2]1[NH:7][CH:6]=[C:5]([C:8]2([NH:14][C:15](=[O:18])[CH2:16][N:30]3[CH2:31][CH2:32][CH:27]([C:25](=[O:26])[C:24]4[CH:23]=[CH:22][C:21]([F:20])=[CH:34][CH:33]=4)[CH2:28][CH2:29]3)[CH2:13][CH2:12][CH2:11][CH2:10][CH2:9]2)[CH:4]=[CH:3]1 |f:1.2|. Procedure: A mixture of N-[1-(1,6-dihydro-6-oxo-3-pyridinyl)cyclohexyl]chloroacetamide (1.74 g), 4-(4-fluorobenzoyl)piperidine hydrochloride (1.57 g) and diisopropylethylamine (1.67 g) was heated in 35 ml of refluxing acetonitrile for 1 hour. The resulting suspension was cooled to room temperature and the solid was collected, yielding 1.8 g of solid. Recrystallization from methanol gave 1.1 g of product as a solid, m.p. 243°-245° C. (dec). The reactants are Chxn-Py-Al, C(C)#N (acetonitrile), BrC1=CC=CC=C1 (bromobenzene), N1C=NC=C1 (imidazole). Product: C1(=CC=CC=C1)N1N=CC=C1 (1-phenyl-1H-pyrazole). RXN SMILES: Br[C:2]1[CH:7]=[CH:6][CH:5]=[CH:4][CH:3]=1.[NH:8]1[CH:12]=[CH:11]N=C1.[C:13](#[N:15])C>>[C:2]1([N:8]2[CH:12]=[CH:11][CH:13]=[N:15]2)[CH:7]=[CH:6][CH:5]=[CH:4][CH:3]=1. Procedure: Operating protocol A (82° C., 48 hours) was followed using 117 mg of Chxn-Py-Al (0.4 mmoles), 211 μl of bromobenzene (2 mmoles), 204 mg of imidazole (3 mmoles) and 1.2 ml of acetonitrile.